The task is: describe an organic reaction: reactants, conditions, products, and yield. This data is from the Open Reaction Database (ORD), a public repository of structured organic reaction records. Starting materials: CCOC(=O)C=CCc1cc(F)ccc1OC, CCO. Product: CCOC(=O)CCCc1cc(F)ccc1OC. As a reaction SMILES: [CH2:1]([CH3:2])[O:3][C:4]([CH:5]=[CH:6][CH2:7][c:8]1[c:9]([O:15][CH3:16])[cH:10][cH:11][c:12]([F:14])[cH:13]1)=[O:17].[CH3:18][CH2:19][OH:20]>>[CH2:1]([CH3:2])[O:3][C:4]([CH2:5][CH2:6][CH2:7][c:8]1[c:9]([O:15][CH3:16])[cH:10][cH:11][c:12]([F:14])[cH:13]1)=[O:17]. Starting materials: ClC(Cl)Cl, O=C=Nc1cccc(C(F)(F)F)c1, CNC(C)c1nccc(=O)n1-c1ccc(F)cc1. The product is CC(c1nccc(=O)n1-c1ccc(F)cc1)N(C)C(=O)Nc1cccc(C(F)(F)F)c1. RXN SMILES: [CH:32]([Cl:33])([Cl:34])[Cl:35].[F:19][C:20]([c:21]1[cH:22][c:23]([N:27]=[C:28]=[O:29])[cH:24][cH:25][cH:26]1)([F:30])[F:31].[F:1][c:2]1[cH:3][cH:4][c:5](-[n:8]2[c:9]([CH:15]([CH3:16])[NH:17][CH3:18])[n:10][cH:11][cH:12][c:13]2=[O:14])[cH:6][cH:7]1>>[F:1][c:2]1[cH:3][cH:4][c:5](-[n:8]2[c:9]([CH:15]([CH3:16])[N:17]([CH3:18])[C:28]([NH:27][c:23]3[cH:22][c:21]([C:20]([F:19])([F:30])[F:31])[cH:26][cH:25][cH:24]3)=[O:29])[n:10][cH:11][cH:12][c:13]2=[O:14])[cH:6][cH:7]1. Reactants: COC(=O)C=1NC2=CC(=CC=C2C1)C(=O)O (2-(methoxycarbonyl)indole-6-carboxylic acid), C(=O)(N1C=NC=C1)N1C=NC=C1 (1,1'-carbonyldiimidazole), NCCC1=NC=CC=C1 (2-(2-aminoethyl)pyridine). Solvent: C1CCOC1 (THF), CN(C)C=O (DMF). Run at temperature 80 celsius, time 2 hour. Yields the product COC(=O)C=1NC2=CC(=CC=C2C1)C(=O)NCCC1=NC=CC=C1 (2-(methoxycarbonyl)-N-[2-(2-pyridinyl)ethyl]indole-6-carboxamide). Yield: 84.3%. Reaction SMILES: [CH3:1][O:2][C:3]([C:5]1[NH:6][C:7]2[C:12]([CH:13]=1)=[CH:11][CH:10]=[C:9]([C:14]([OH:16])=O)[CH:8]=2)=[O:4].C(N1C=CN=C1)(N1C=CN=C1)=O.[NH2:29][CH2:30][CH2:31][C:32]1[CH:37]=[CH:36][CH:35]=[CH:34][N:33]=1>C1COCC1.CN(C=O)C>[CH3:1][O:2][C:3]([C:5]1[NH:6][C:7]2[C:12]([CH:13]=1)=[CH:11][CH:10]=[C:9]([C:14]([NH:29][CH2:30][CH2:31][C:32]1[CH:37]=[CH:36][CH:35]=[CH:34][N:33]=1)=[O:16])[CH:8]=2)=[O:4]. Procedure: A solution of 2-(methoxycarbonyl)indole-6-carboxylic acid (290 mg, 1.32 mmol) and 1,1'-carbonyldiimidazole (257 mg, 1.59 mmol) in THF (20 mL) was stirred at reflux for 1 h then cooled and evaporated. A solution of 2-(2-aminoethyl)pyridine (0.19 mL, 1.6 mmol) in DMF (5 mL) was added and the mixture stirred at 80° C. for 2 h, then cooled and evaporated. Trituration with hot EtOAc gave 2-(methoxycarbonyl)-N-[2-(2-pyridinyl)ethyl]indole-6-carboxamide as a white solid (360 mg, 84%), mp 191-193° C. 1H... Starting materials: COC(CC(C(C)=O)NC(=O)C=1SC(=CC1)C)=O (3-[(5-methyl-thiophene-2-carbonyl)-amino]-4-oxo-pentanoic acid methyl ester), C(C)(=O)OC(C)=O (acetic anhydride), OS(=O)(=O)O (H2SO4). Run in O (DI water). Reaction conditions: temperature 90 celsius. Product: COC(CC=1N=C(OC1C)C=1SC(=CC1)C)=O ([5-Methyl-2-(5-methyl-thiophen-2-yl)-oxazol-4-yl]-acetic acid methyl ester). Isolated yield 30.4%. RXN SMILES: [CH3:1][O:2][C:3](=[O:18])[CH2:4][CH:5]([NH:9][C:10]([C:12]1[S:13][C:14]([CH3:17])=[CH:15][CH:16]=1)=[O:11])[C:6](=O)[CH3:7].C(OC(=O)C)(=O)C.OS(O)(=O)=O>O>[CH3:1][O:2][C:3](=[O:18])[CH2:4][C:5]1[N:9]=[C:10]([C:12]2[S:13][C:14]([CH3:17])=[CH:15][CH:16]=2)[O:11][C:6]=1[CH3:7]. Reported procedure: In a 100 mL flask, 3-[(5-methyl-thiophene-2-carbonyl)-amino]-4-oxo-pentanoic acid methyl ester (12 g, 45 mmol), and acetic anhydride (30 mL) were combined. Following addition of concentrated H2SO4 (1 mL), the solution was heated to 90° C. for 30 min and then cooled to ambient temperature. The reaction was slowly diluted with DI water (30 mL, potential exotherm). The reaction mixture was partitioned between CH2Cl2 and water. The organic phase was washed with DI water and brine (150 mL), and then ... Reactants: CC(C)(C)OO, CC(C)CC(C)(Cl)N=NC(C)(C)C, [Cl-], [K+], [K+], [Na+], [OH-], [OH-], O. Yields the product CC(C)CC(C)(N=NC(C)(C)C)OOC(C)(C)C. Reaction SMILES: [C:3]([CH3:4])([CH3:5])([CH3:6])[O:7][OH:8].[C:9]([CH3:10])([CH3:11])([CH3:12])[N:13]=[N:14][C:15]([CH3:16])([CH2:17][CH:18]([CH3:19])[CH3:20])[Cl:21].[Cl-:24].[K+:25].[K+:2].[Na+:23].[OH-:1].[OH-:22].[OH2:26]>>[C:3]([CH3:4])([CH3:5])([CH3:6])[O:7][O:8][C:15]([N:14]=[N:13][C:9]([CH3:10])([CH3:11])[CH3:12])([CH3:16])[CH2:17][CH:18]([CH3:19])[CH3:20].